Dataset: the Open Reaction Database (ORD), a public repository of structured organic reaction records. Task: describe an organic reaction: reactants, conditions, products, and yield The reactants are O (water), ClC[C@]([C@@H](C)O)(O)C1=C(C=C(C=C1)F)F ((2S,3R)-1-chloro-2-(2,4-difluorophenyl)butane-2,3-diol), solution, C[O-].[Na+] (NaOMe). Solvent: CO (methanol), CO (methanol). Reaction conditions: time 2 hour. Product: O1C[C@@]1([C@@H](C)O)C1=C(C=C(C=C1)F)F ((2R,3R)-1,2-Epoxy-2-(2,4-difluorophenyl)butan-3-ol). The yield is 99.9%. Reaction SMILES: Cl[CH2:2][C@@:3]([C:8]1[CH:13]=[CH:12][C:11]([F:14])=[CH:10][C:9]=1[F:15])([OH:7])[C@H:4]([OH:6])[CH3:5].C[O-].[Na+].O>CO>[O:7]1[C@@:3]([C:8]2[CH:13]=[CH:12][C:11]([F:14])=[CH:10][C:9]=2[F:15])([C@H:4]([OH:6])[CH3:5])[CH2:2]1 |f:1.2|. Reported procedure: A solution of 0.12 g (0.45 mmol) of (2S,3R)-1-chloro-2-(2,4-difluorophenyl)butane-2,3-diol in 3 mL of methanol was cooled in ice, and 0.12 g (0.6 mmol) of a 28% solution of NaOMe in methanol was added. Reaction was performed for 2 hours, and 10 mL of water was added to stop the reaction. Extraction was performed with ethylacetate (10 mL). After drying over anhydrous sodium sulfate, concentration was performed under reduced pressure to obtain a crude product. The resulting crude product was purif...